This data is from the Open Reaction Database (ORD), a public repository of structured organic reaction records. The task is: describe an organic reaction: reactants, conditions, products, and yield Reactants: O=C(O)c1ccc(C2CC2)c(OCC2CCOCC2)n1, O=C(O)c1ccc(C2CC2)c(OCC2CCCO2)n1, CNC(=O)C(N)CC(C)(C)C. Product: CNC(=O)C(CC(C)(C)C)NC(=O)c1ccc(C2CC2)c(OCC2CCOCC2)n1. Reaction SMILES: [CH:1]1([c:4]2[cH:5][cH:6][c:7]([C:18](=[O:19])[OH:20])[n:8][c:9]2[O:10][CH2:11][CH:12]2[CH2:13][CH2:14][O:15][CH2:16][CH2:17]2)[CH2:2][CH2:3]1.[CH:21]1([c:22]2[cH:23][cH:24][c:25]([C:26]([OH:27])=[O:28])[n:29][c:30]2[O:31][CH2:32][CH:33]2[CH2:34][CH2:35][CH2:36][O:37]2)[CH2:38][CH2:39]1.[NH2:40][CH:41]([C:42](=[O:43])[NH:44][CH3:45])[CH2:46][C:47]([CH3:48])([CH3:49])[CH3:50]>>[CH:1]1([c:4]2[cH:5][cH:6][c:7]([C:18](=[O:20])[NH:40][CH:41]([C:42](=[O:43])[NH:44][CH3:45])[CH2:46][C:47]([CH3:48])([CH3:49])[CH3:50])[n:8][c:9]2[O:10][CH2:11][CH:12]2[CH2:13][CH2:14][O:15][CH2:16][CH2:17]2)[CH2:2][CH2:3]1. Reactants: C(C)OC(CC=1N=C(SC1)N)=O ((2-amino-thiazol-4-yl)-acetic acid ethyl ester), C1(CCCC1)CNC1=CC(=C(C=C1)F)F (cyclopentylmethyl-(3,4-difluoro-phenyl)-amine), C1=CN(C=N1)C(=O)N2C=CN=C2 (CDI). The reagents and catalysts are CN(C)C=1C=CN=CC1 (DMAP). Solvent: C1(=CC=CC=C1)C (toluene). Conditions: temperature 60 celsius. The product is C(C)OC(CC=1N=C(SC1)NC(=O)N(C1=CC(=C(C=C1)F)F)CC1CCCC1)=O ({2-[3-cyclopentylmethyl-3-(3,4-difluoro-phenyl)-ureido]-thiazol-4-yl}-acetic acid ethyl ester). RXN SMILES: [CH2:1]([O:3][C:4](=[O:12])[CH2:5][C:6]1[N:7]=[C:8]([NH2:11])[S:9][CH:10]=1)[CH3:2].[CH:13]1([CH2:18][NH:19][C:20]2[CH:25]=[CH:24][C:23]([F:26])=[C:22]([F:27])[CH:21]=2)[CH2:17][CH2:16][CH2:15][CH2:14]1.C1N=CN([C:33](N2C=NC=C2)=[O:34])C=1>C1(C)C=CC=CC=1.CN(C1C=CN=CC=1)C>[CH2:1]([O:3][C:4](=[O:12])[CH2:5][C:6]1[N:7]=[C:8]([NH:11][C:33]([N:19]([CH2:18][CH:13]2[CH2:14][CH2:15][CH2:16][CH2:17]2)[C:20]2[CH:25]=[CH:24][C:23]([F:26])=[C:22]([F:27])[CH:21]=2)=[O:34])[S:9][CH:10]=1)[CH3:2]. Reported procedure: To a solution of (2-amino-thiazol-4-yl)-acetic acid ethyl ester (1.0 mmol) and cyclopentylmethyl-(3,4-difluoro-phenyl)-amine (1.0 mmol) in dry toluene (10 mL) was added CDI (1.5 mmol) and DMAP (0.05 mmol). The mixture was stirred at 60° C. for 3H an then evaporated to dryness in vacuo. The crude product was purified on silica gel (gradient, from heptane:ethyl acetate (10:1) to heptane:ethyl acetate (3:1)) to give {2-[3-cyclopentylmethyl-3-(3,4-difluoro-phenyl)-ureido]-thiazol-4-yl}-acetic acid e...